Dataset: the Open Reaction Database (ORD), a public repository of structured organic reaction records. Task: describe an organic reaction: reactants, conditions, products, and yield The reactants are C1CCNC1, COc1ccc2c(c1)CCC(CC(=O)N1CCCC1C(=O)O)C2, C1CSCN1. Yields the product COc1ccc2c(c1)CCC(CC(=O)N1CCCC1C(=O)N1CCCC1)C2. RXN SMILES: [CH2:24]1[CH2:25][CH2:26][NH:27][CH2:28]1.[CH3:1][O:2][c:3]1[cH:4][c:5]2[c:10]([cH:11][cH:12]1)[CH2:9][CH:8]([CH2:13][C:14](=[O:15])[N:16]1[CH:17]([C:18](=[O:19])[OH:20])[CH2:21][CH2:22][CH2:23]1)[CH2:7][CH2:6]2.[S:29]1[CH2:30][CH2:31][NH:32][CH2:33]1>>[CH3:1][O:2][c:3]1[cH:4][c:5]2[c:10]([cH:11][cH:12]1)[CH2:9][CH:8]([CH2:13][C:14](=[O:15])[N:16]1[CH:17]([C:18](=[O:19])[N:27]3[CH2:26][CH2:25][CH2:24][CH2:28]3)[CH2:21][CH2:22][CH2:23]1)[CH2:7][CH2:6]2. The reactants are O(C1=CC=C(SC)C=C1)C. The reagents and catalysts are FC(F)(F)C1OB(OC1)C=2C=CC=CC2C=3C=NC(=CC3)C4=NC=CC=C4, O1B(OC(C)(C)C1(C)C)B2OC(C)(C)C(O2)(C)C, C[OH2+].C[OH2+].C1CC=CCCC=C1.C1CC=CCCC=C1.[Ir].[Ir]. The solvent is C=1C=C(C=CC1C)C. Conditions: temperature 55 celsius, time 24 hour. Product: O(C1=CC=C(SC)C(=C1)B2OC(C)(C)C(O2)(C)C)C. The yield is 66.0%. Procedure details: Ligand 3f: A mixture of ortho- and meta-borylated products (92 mg, 66% yield, ortho/meta + para = >20); ortho-borylated product 4c was obtained by further purification by GPC (70 mg, 50% yield), white solid (mp. 71-73 oC)